From a dataset of the Open Reaction Database (ORD), a public repository of structured organic reaction records. describe an organic reaction: reactants, conditions, products, and yield Reactants: OC=1C=NOC1 (4-hydroxyisoxazole), C(C1=CC=CC=C1)Br (benzyl bromide), C([O-])([O-])=O.[K+].[K+] (potassium carbonate). Solvent: CC(=O)C (acetone). Run at temperature 25 celsius, time 5 hour. The product is C(C1=CC=CC=C1)OC=1C=NOC1 (4-BENZYLOXYISOXAZOLE). RXN SMILES: [OH:1][C:2]1[CH:3]=[N:4][O:5][CH:6]=1.[CH2:7](Br)[C:8]1[CH:13]=[CH:12][CH:11]=[CH:10][CH:9]=1.C(=O)([O-])[O-].[K+].[K+]>CC(C)=O>[CH2:7]([O:1][C:2]1[CH:3]=[N:4][O:5][CH:6]=1)[C:8]1[CH:13]=[CH:12][CH:11]=[CH:10][CH:9]=1 |f:2.3.4|. Procedure details: A mixture containing 200 mg of 4-hydroxyisoxazole in 10 ml of acetone together with 1.5 equivalents of benzyl bromide and 1.5 equivalents of potassium carbonate is stirred at about 25° C. for five hours. The solid is filtered and the filtrate concentrated to an oil. The crude material is purified by chromatography on silica gel. Reactants: BrB(Br)Br, COc1ccc2c(c1)C13CCN(CC4CCC4)C(C2)C1(OC)C(C)CC(=O)C3, ClC(Cl)Cl, [NH4+], [OH-]. The product is COC12C(C)CC(=O)CC13CCN(CC1CCC1)C2Cc1ccc(O)cc13. RXN SMILES: [B:29]([Br:30])([Br:31])[Br:32].[CH:1]1([CH2:5][N:6]2[CH:7]3[C:8]4([O:27][CH3:28])[CH:9]([CH3:26])[CH2:10][C:11](=[O:25])[CH2:12][C:13]4([c:14]4[cH:15][c:16]([O:21][CH3:22])[cH:17][cH:18][c:19]4[CH2:20]3)[CH2:23][CH2:24]2)[CH2:2][CH2:3][CH2:4]1.[CH:35]([Cl:36])([Cl:37])[Cl:38].[NH4+:33].[OH-:34]>>[CH:1]1([CH2:5][N:6]2[CH:7]3[C:8]4([O:27][CH3:28])[CH:9]([CH3:26])[CH2:10][C:11](=[O:25])[CH2:12][C:13]4([c:14]4[cH:15][c:16]([OH:21])[cH:17][cH:18][c:19]4[CH2:20]3)[CH2:23][CH2:24]2)[CH2:2][CH2:3][CH2:4]1. The reactants are C(C)(=O)OCC (ethyl acetate), C(C)(=O)OC(C)=O (acetic anhydride), N1=CC=CC=C1 (pyridine), NC1=C(C=C(C(=O)OC)C=C1)OCCO (methyl 4-amino-3-(2-hydroxyethoxy)benzoate). As a reaction SMILES: [NH2:1][C:2]1[CH:11]=[CH:10][C:5]([C:6]([O:8][CH3:9])=[O:7])=[CH:4][C:3]=1[O:12][CH2:13][CH2:14][OH:15].[C:16](OC(=O)C)(=[O:18])[CH3:17].N1C=CC=CC=1.C(OCC)(=O)C>ClCCl.O>[C:16]([NH:1][C:2]1[CH:11]=[CH:10][C:5]([C:6]([O:8][CH3:9])=[O:7])=[CH:4][C:3]=1[O:12][CH2:13][CH2:14][OH:15])(=[O:18])[CH3:17]. Yields the product C(C)(=O)NC1=C(C=C(C(=O)OC)C=C1)OCCO (methyl 4-acetylamino-3-(2-hydroxyethoxy)benzoate). The solvent is ClCCl (dichloromethane), O (water). Run at time 3 hour. The yield is 52.6%. Procedure: To methyl 4-amino-3-(2-hydroxyethoxy)benzoate (2.98 g, 0.0141 mol) dissolved in dichloromethane (200 mL) was added acetic anhydride (1.49 mL, 0.0156 mol) and pyridine (1.34 mL, 0.0156 mol). After stirring for 3 h at room temperature, thin-layer chromatographic analysis (SiO2, ethyl acetate) showed disappearance of the starting material along with the appearance of a new lower-running spot (Rf =03) indicating the reaction was complete. The reaction was poured into water (70 mL) and the organic la... Yields the product [N-]=[N+]=NCC1Cc2cccc(-c3c(Cl)cccc3Cl)c2O1. RXN SMILES: [CH3:1][c:2]1[cH:3][cH:4][c:5]([S:6]([O:7][CH2:12][CH:13]2[O:14][c:15]3[c:16]([cH:18][cH:19][cH:20][c:21]3-[c:22]3[c:23]([Cl:29])[cH:24][cH:25][cH:26][c:27]3[Cl:28])[CH2:17]2)(=[O:8])=[O:9])[cH:10][cH:11]1.[N-:31]=[N+:32]=[N-:33].[Na+:30]>>[CH2:12]([CH:13]1[O:14][c:15]2[c:16]([cH:18][cH:19][cH:20][c:21]2-[c:22]2[c:23]([Cl:29])[cH:24][cH:25][cH:26][c:27]2[Cl:28])[CH2:17]1)[N:31]=[N+:32]=[N-:33]. The reactants are Cc1ccc(S(=O)(=O)OCC2Cc3cccc(-c4c(Cl)cccc4Cl)c3O2)cc1, [N-]=[N+]=[N-], [Na+]. The reactants are CCN(C(C)C)C(C)C, COCCN, O=[N+]([O-])c1cc(F)ccc1F, C1CCOC1. Yields the product COCCNc1ccc(F)cc1[N+](=O)[O-]. Reaction SMILES: [CH2:22]([N:23]([CH:24]([CH3:25])[CH3:26])[CH:27]([CH3:28])[CH3:29])[CH3:30].[CH3:12][O:13][CH2:14][CH2:15][NH2:16].[F:1][c:2]1[c:3]([N+:9](=[O:10])[O-:11])[cH:4][c:5]([F:8])[cH:6][cH:7]1.[O:17]1[CH2:18][CH2:19][CH2:20][CH2:21]1>>[c:2]1([NH:16][CH2:15][CH2:14][O:13][CH3:12])[c:3]([N+:9](=[O:10])[O-:11])[cH:4][c:5]([F:8])[cH:6][cH:7]1. Starting materials: C(C)(C)(C)OC(=O)N(C1=C(C=2C[C@H]3C[C@H](CN([C@@H]3CC2S1)C)C(=O)N(C(OC1=CC=C(C=C1)[N+](=O)[O-])=O)CCC)C#N)C (4-nitrophenyl N-{[(4aR*,6R*,8aR*)-2-{[(tert-butoxy)carbonyl](methyl)amino}-3-cyano-8-methyl-4H,4aH,5H,6H,7H,8H,8aH,9H-thieno[3,2-g]-quinolin-6-yl]carbonyl}-N-propylcarbamate), NCCCN(C)C ((3-aminopropyl)dimethylamine). The solvent is O1CCCC1 (tetrahydrofuran). The product is C(#N)C1=C(SC2=C1C[C@H]1C[C@H](CN([C@@H]1C2)C)C(=O)N(CCC)C(NCCCN(C)C)=O)N(C(OC(C)(C)C)=O)C (tert-butyl N-[(4aR*,6R*,8aR*)-3-cyano-6-[({[3-(dimethylamino)propyl]carbamoyl}(propyl)amino)carbonyl]-8-methyl-4H,4aH,5H,6H,7H,8H,8aH,9H-thieno-[3,2-g]quinolin-2-yl]-N-methylcarbamate). As a reaction SMILES: [C:1]([O:5][C:6]([N:8]([CH3:43])[C:9]1[S:21][C:20]2[CH2:19][C@@H:18]3[C@H:13]([CH2:14][C@@H:15]([C:23]([N:25]([CH2:38][CH2:39][CH3:40])[C:26](=[O:37])OC4C=CC([N+]([O-])=O)=CC=4)=[O:24])[CH2:16][N:17]3[CH3:22])[CH2:12][C:11]=2[C:10]=1[C:41]#[N:42])=[O:7])([CH3:4])([CH3:3])[CH3:2].[NH2:44][CH2:45][CH2:46][CH2:47][N:48]([CH3:50])[CH3:49]>O1CCCC1>[C:41]([C:10]1[C:11]2[CH2:12][C@@H:13]3[C@@H:18]([CH2:19][C:20]=2[S:21][C:9]=1[N:8]([CH3:43])[C:6](=[O:7])[O:5][C:1]([CH3:2])([CH3:3])[CH3:4])[N:17]([CH3:22])[CH2:16][C@H:15]([C:23]([N:25]([C:26](=[O:37])[NH:44][CH2:45][CH2:46][CH2:47][N:48]([CH3:50])[CH3:49])[CH2:38][CH2:39][CH3:40])=[O:24])[CH2:14]3)#[N:42]. Reported procedure: To a mixture of 4-nitrophenyl N-{[(4aR*,6R*,8aR*)-2-{[(tert-butoxy)carbonyl](methyl)amino}-3-cyano-8-methyl-4H,4aH,5H,6H,7H,8H,8aH,9H-thieno[3,2-g]-quinolin-6-yl]carbonyl}-N-propylcarbamate (200 mg) and tetrahydrofuran (3 mL) was added (3-aminopropyl)dimethylamine (0.082 mL) while stirring at room temperature, and then stirred at the same temperature for 22 hours. The reaction mixture was concentrated under reduced pressure. The residue was purified by aminopropyl silica gel column chromatograph...